This data is from the Open Reaction Database (ORD), a public repository of structured organic reaction records. The task is: describe an organic reaction: reactants, conditions, products, and yield Starting materials: CC12CC(=O)C3C(CCC4CC=CCC43C)C1CCC2C(N)=O, ClC(Cl)Cl. Yields the product CC12CC(=O)C3C(CCC4CC=CCC43C)C1CCC2C#N. RXN SMILES: [C:1]([NH2:2])(=[O:3])[CH:4]1[C:5]2([CH3:6])[CH:7]([CH2:8][CH2:9]1)[CH:10]1[CH2:11][CH2:12][CH:13]3[CH2:14][CH:15]=[CH:16][CH2:17][C:18]3([CH3:19])[CH:20]1[C:21](=[O:23])[CH2:22]2.[CH:24]([Cl:25])([Cl:26])[Cl:27]>>[C:1](#[N:2])[CH:4]1[C:5]2([CH3:6])[CH:7]([CH2:8][CH2:9]1)[CH:10]1[CH2:11][CH2:12][CH:13]3[CH2:14][CH:15]=[CH:16][CH2:17][C:18]3([CH3:19])[CH:20]1[C:21](=[O:23])[CH2:22]2. Reactants: FC1(CCN(CC1)C(=O)OC(C)(C)C)CO (tert-butyl 4-fluoro-4-(hydroxymethyl)piperidine-1-carboxylate), Cl.CCOCC (HCl ether). Run in CCOCC (ether). Conditions: time 8 hour. Yields the product Cl.FC1(CCNCC1)CO ((4-Fluoropiperidin-4-yl)methanol hydrochloride). Reaction SMILES: [F:1][C:2]1([CH2:15][OH:16])[CH2:7][CH2:6][N:5](C(OC(C)(C)C)=O)[CH2:4][CH2:3]1.[ClH:17].CCOCC>CCOCC>[ClH:17].[F:1][C:2]1([CH2:15][OH:16])[CH2:7][CH2:6][NH:5][CH2:4][CH2:3]1 |f:1.2,4.5|. Procedure details: To a stirred solution of tert-butyl 4-fluoro-4-(hydroxymethyl)piperidine-1-carboxylate (21 g, 0.09 mol) in dry ether (200 mL) was added HCl/ether (4M, 100 mL) drop-wise at 0° C. under N2. After addition, the mixture was allowed to warm to RT and stirred overnight. The reaction mixture was concentrated to remove solvent and the residue was washed with ether. 1H NMR (400 MHz, D2O): δ 1.78 (m, 2H), 2.05 (m, 2H), 3.15 (m, 2H), 3.31 (m, 2H), 3.57 (d, 2H), m/z 134 [M+H]+. The reactants are CO, O=[N+]([O-])c1ccccc1B(O)O. Yields the product Nc1ccccc1B(O)O. As a reaction SMILES: [CH3:13][OH:14].[N+:1]([O-:2])(=[O:3])[c:4]1[c:5]([B:10]([OH:11])[OH:12])[cH:6][cH:7][cH:8][cH:9]1>>[NH2:1][c:4]1[c:5]([B:10]([OH:11])[OH:12])[cH:6][cH:7][cH:8][cH:9]1. Reactants: Cc1ccccc1, O=Cc1cccc([N+](=O)[O-])c1, OCCO. Product: O=[N+]([O-])c1cccc(C2OCCO2)c1. Reaction SMILES: [CH3:16][c:17]1[cH:18][cH:19][cH:20][cH:21][cH:22]1.[N+:1](=[O:2])([O-:3])[c:4]1[cH:5][c:6]([CH:7]=[O:8])[cH:9][cH:10][cH:11]1.[OH:12][CH2:13][CH2:14][OH:15]>>[N+:1](=[O:2])([O-:3])[c:4]1[cH:5][c:6]([CH:7]2[O:8][CH2:14][CH2:13][O:12]2)[cH:9][cH:10][cH:11]1.